From a dataset of the Open Reaction Database (ORD), a public repository of structured organic reaction records. describe an organic reaction: reactants, conditions, products, and yield The reactants are ClC1=CC(=C(C=C1OC(C)C)N1C(NC(=C(C1=O)F)C(C(F)(F)F)(F)F)=O)F (3-(4-chloro-2-fluoro-5-isopropoxyphenyl)-5-fluoro-6-pentafluoroethyl-2,4(1H,3H)-pyrimidinedione), C([O-])(O)=O.[Na+] (sodium bicarbonate), S(=O)(=O)(OC)OC (dimethyl sulphate). Solvent: CC(=O)C (acetone). The product is ClC1=CC(=C(C=C1OC(C)C)N1C(N(C(=C(C1=O)F)C(C(F)(F)F)(F)F)C)=O)F (3-(4-chloro-2-fluoro-5-isopropoxyphenyl)-5-fluoro-1-methyl-6-pentafluoroethyl-2,4(1H,3H)-pyrimidinedione). As a reaction SMILES: [Cl:1][C:2]1[C:7]([O:8][CH:9]([CH3:11])[CH3:10])=[CH:6][C:5]([N:12]2[C:17](=[O:18])[C:16]([F:19])=[C:15]([C:20]([F:26])([F:25])[C:21]([F:24])([F:23])[F:22])[NH:14][C:13]2=[O:27])=[C:4]([F:28])[CH:3]=1.[C:29](=O)(O)[O-].[Na+].S(OC)(OC)(=O)=O>CC(C)=O>[Cl:1][C:2]1[C:7]([O:8][CH:9]([CH3:11])[CH3:10])=[CH:6][C:5]([N:12]2[C:17](=[O:18])[C:16]([F:19])=[C:15]([C:20]([F:25])([F:26])[C:21]([F:24])([F:23])[F:22])[N:14]([CH3:29])[C:13]2=[O:27])=[C:4]([F:28])[CH:3]=1 |f:1.2|. Reported procedure: using 3-(4-chloro-2-fluoro-5-isopropoxyphenyl)-5-fluoro-6-pentafluoroethyl-2,4(1H,3H)-pyrimidinedione in acetone with sodium bicarbonate and dimethyl sulphate there is obtained 3-(4-chloro-2-fluoro-5-isopropoxyphenyl)-5-fluoro-1-methyl-6-pentafluoroethyl-2,4(1H,3H)-pyrimidinedione, m.p. 107°-109° C.; Reactants: C(C1=CC=CC=C1)OC(NC1=CC=CC=2CCC(CC12)NS(=O)(=O)C)=O ((7-Methanesulfonylamino-5,6,7,8-tetrahydronaphthalen-1-yl)carbamic Acid Benzyl ester). Run in CO.C(Cl)Cl (CH3OH CH2Cl2). Product: NC=1C=CC=C2CCC(CC12)NS(=O)(=O)C (N-(8-Amino-1,2,3,4-tetrahydronaphthalen-2-yl)methanesulfonamide). Yield: 71.8%. Reaction SMILES: C(OC(=O)[NH:10][C:11]1[C:20]2[CH2:19][CH:18]([NH:21][S:22]([CH3:25])(=[O:24])=[O:23])[CH2:17][CH2:16][C:15]=2[CH:14]=[CH:13][CH:12]=1)C1C=CC=CC=1>CO.C(Cl)Cl>[NH2:10][C:11]1[CH:12]=[CH:13][CH:14]=[C:15]2[C:20]=1[CH2:19][CH:18]([NH:21][S:22]([CH3:25])(=[O:24])=[O:23])[CH2:17][CH2:16]2 |f:1.2|. Procedure details: The title compound was prepared using the procedure as described in Example 20E substituting the product of Example 23A (280 mg, 0.748 mmol) for the product Example 20D. Flash chromatography (5% to 10% CH3OH/CH2Cl2) gave 129 mg (72%) of the title compound as a white solid. 1H NMR (DMSO-d6) δ 7.20 (d, J=7.5 Hz, 1H), 6.79 (t, J=7.8 Hz, 1H), 6.43 (m, 1H), 6.30 (m, 1H), 4.74 (s, 2H), 3.55 (m, 1H), 2.99 (s, 3H), 2.75 (m, 3H), 2.22 (m, 1H), 1.95 (m, 1H), 1.58 (m, 1H); MS (DCI+) m/z 241 (M+H)+. Reactants: Brc1ccc2occc2c1, Cn1ccnc1. Reagents/catalysts: CC(C)(C)c1ccc(-c2ccc(C(C)(C)C)cc2)cc1 (4,4'-di-tert-butylbiphenyl), CC(C)(C)C(=O)[O-].[K+] (KOPiv), Cl[Pd]CC=C.C=CC[Pd]Cl ([Pd(allyl)Cl]2), CN(C)c1ccc(P(C2CCCCC2)C2CCCCC2)cc1 (A-caPhos). The solvent is CC(=O)N(C)C (DMA), CC(=O)N(C)C (DMA), CC(=O)N(C)C (DMA). Conditions: temperature 120 celsius, time 24 hour. Yields the product Cn1cncc1-c1ccc2occc2c1. The yield is 35.5%.